From a dataset of the Open Reaction Database (ORD), a public repository of structured organic reaction records. describe an organic reaction: reactants, conditions, products, and yield Starting materials: C(C)OC(C1=CC(=C(C=C1)N)N)=O (3,4-diamino-benzoic acid ethyl ester), ClC1=C(C=O)C(=CC=C1)Cl (2,6-dichlorobenzaldehyde), [NH4+].[OH-] (NH4OH). The reagents and catalysts are C(F)(F)(F)S(=O)(=O)[O-].C(F)(F)(F)S(=O)(=O)[O-].C(F)(F)(F)S(=O)(=O)[O-].[Sc+3] (Sc(OTf)3), C(F)(F)(F)S(=O)(=O)[O-].C(F)(F)(F)S(=O)(=O)[O-].[Cu+2] (Cu(OTf)2). Run in CS(=O)C (DMSO). Reaction conditions: time 8 hour. Yields the product ClC1=C(C(=CC=C1)Cl)C=1NC2=C(N1)C=CC(=C2)C(=O)O (2-(2,6-dichloro-phenyl)-3H-benzoimidazole-5-carboxylic acid). Reaction SMILES: C([O:3][C:4](=[O:13])[C:5]1[CH:10]=[CH:9][C:8]([NH2:11])=[C:7]([NH2:12])[CH:6]=1)C.[Cl:14][C:15]1[CH:22]=[CH:21][CH:20]=[C:19]([Cl:23])[C:16]=1[CH:17]=O.[NH4+].[OH-]>CS(C)=O.C(S([O-])(=O)=O)(F)(F)F.C(S([O-])(=O)=O)(F)(F)F.C(S([O-])(=O)=O)(F)(F)F.[Sc+3].C(S([O-])(=O)=O)(F)(F)F.C(S([O-])(=O)=O)(F)(F)F.[Cu+2]>[Cl:14][C:15]1[CH:22]=[CH:21][CH:20]=[C:19]([Cl:23])[C:16]=1[C:17]1[NH:12][C:7]2[CH:6]=[C:5]([C:4]([OH:3])=[O:13])[CH:10]=[CH:9][C:8]=2[N:11]=1 |f:2.3,5.6.7.8,9.10.11|. Procedure details: To a solution of 3,4-diamino-benzoic acid ethyl ester (0.9 g) and 2,6-dichlorobenzaldehyde (1.2 g) in DMSO (20 mL) was added Sc(OTf)3 (0.1 g) and Cu(OTf)2 (0.07 g). The mixture was stirred in an open flask at ambient temperature overnight, before it was poured into aqueous NH4OH. Resulting precipitate was collected by filtration and the wet solid was dissolved in MeOH (20 mL). To it was added 1N NaOH (12 mL) and the mixture was heated to reflux overnight, when it was cooled to ambient temperatur... Reactants: [Al+3], C1CCOC1, CCOC(=O)c1cnc(SC)nc1NC, [H-], [H-], [H-], [H-], [Li+]. Yields the product CNc1nc(SC)ncc1CO. Reaction SMILES: [Al+3:17].[CH2:22]1[O:23][CH2:24][CH2:25][CH2:26]1.[CH3:1][NH:2][c:3]1[n:4][c:5]([S:14][CH3:15])[n:6][cH:7][c:8]1[C:9](=[O:10])[O:11][CH2:12][CH3:13].[H-:16].[H-:19].[H-:20].[H-:21].[Li+:18]>>[CH3:1][NH:2][c:3]1[n:4][c:5]([S:14][CH3:15])[n:6][cH:7][c:8]1[CH2:9][OH:10]. Reactants: solution, Cl (HCl), C(C)(C)(C)OC(=O)N1CC(CC1)COC1=C(C=CC=C1)C(=O)N1CC=2C(=C3N=C(C(=C(N3N2)C)Cl)C)C1 (3-[2-(6-chloro-5,7-dimethyl-1H,3H-2,4,7a,8-tetraaza-cyclopenta[a]indene-2-carbonyl)-phenoxymethyl]-pyrrolidine-1-carboxylic acid tert-butyl ester), O (water). Run in O1CCOCC1 (1,4-dioxane), O1CCOCC1 (1,4-dioxane). Conditions: time 5 hour. Product: C(=O)O.ClC1=C(N2N=C3C(=C2N=C1C)CN(C3)C(=O)C3=C(C=CC=C3)OCC3CNCC3)C ((6-chloro-5,7-dimethyl-1H,3H-2,4,7a,8-tetraaza-cyclopenta[a]inden-2-yl)-[2-(pyrrolidin-3-ylmethoxy)-phenyl]-methanone formic acid salt). Isolated yield 18.0%. As a reaction SMILES: Cl.C([O:6][C:7]([N:9]1[CH2:13][CH2:12][CH:11]([CH2:14][O:15][C:16]2[CH:21]=[CH:20][CH:19]=[CH:18][C:17]=2[C:22]([N:24]2[CH2:38][C:27]3=[C:28]4[N:33]([N:34]=[C:26]3[CH2:25]2)[C:32]([CH3:35])=[C:31]([Cl:36])[C:30]([CH3:37])=[N:29]4)=[O:23])[CH2:10]1)=[O:8])(C)(C)C.O>O1CCOCC1>[CH:7]([OH:8])=[O:6].[Cl:36][C:31]1[C:30]([CH3:37])=[N:29][C:28]2[N:33]([N:34]=[C:26]3[CH2:25][N:24]([C:22]([C:17]4[CH:18]=[CH:19][CH:20]=[CH:21][C:16]=4[O:15][CH2:14][CH:11]4[CH2:12][CH2:13][NH:9][CH2:10]4)=[O:23])[CH2:38][C:27]3=2)[C:32]=1[CH3:35] |f:4.5|. Reported procedure: A 4M solution of HCl in 1,4-dioxane (1.5 mL; 5.99 mmol; 10 eq.) was added to a suspension of 3-[2-(6-chloro-5,7-dimethyl-1H,3H-2,4,7a,8-tetraaza-cyclopenta[a]indene-2-carbonyl)-phenoxymethyl]-pyrrolidine-1-carboxylic acid tert-butyl ester (315 mg; 0.6 mmol; 1 eq.) in 1,4-dioxane (10 mL) followed by water (30 μL) and the resulting mixture was stirred at room temperature for 5 hours. After concentration in vacuo, the residue was partitioned between DCM and 1M NaOH and the aqueous layer was extract... The reactants are CS(C)=O, Cc1ccc2ccc(N)cc2n1, O=C(O)c1ccc(-c2ccccc2)nc1. Product: Cc1ccc2ccc(NC(=O)c3ccc(-c4ccccc4)nc3)cc2n1. As a reaction SMILES: [CH3:28][S:29]([CH3:30])=[O:31].[NH2:1][c:2]1[cH:3][cH:4][c:5]2[cH:6][cH:7][c:8]([CH3:12])[n:9][c:10]2[cH:11]1.[c:13]1(-[c:19]2[n:20][cH:21][c:22]([C:23](=[O:24])[OH:25])[cH:26][cH:27]2)[cH:14][cH:15][cH:16][cH:17][cH:18]1>>[NH:1]([c:2]1[cH:3][cH:4][c:5]2[cH:6][cH:7][c:8]([CH3:12])[n:9][c:10]2[cH:11]1)[C:23]([c:22]1[cH:21][n:20][c:19](-[c:13]2[cH:14][cH:15][cH:16][cH:17][cH:18]2)[cH:27][cH:26]1)=[O:24]. As a reaction SMILES: [CH3:43][OH:44].[Cl:1][c:2]1[n:3][cH:4][cH:5][c:6](-[c:8]2[c:9](-[c:23]3[c:24]([F:41])[c:25]([NH:29][S:30](=[O:31])(=[O:32])[c:33]4[c:34]([F:40])[cH:35][cH:36][cH:37][c:38]4[F:39])[cH:26][cH:27][cH:28]3)[n:10][c:11]([N:13]3[CH2:14][CH2:15][N:16]([S:19](=[O:20])(=[O:21])[CH3:22])[CH2:17][CH2:18]3)[s:12]2)[n:7]1.[NH3:42]>>[c:2]1([NH2:42])[n:3][cH:4][cH:5][c:6](-[c:8]2[c:9](-[c:23]3[c:24]([F:41])[c:25]([NH:29][S:30](=[O:31])(=[O:32])[c:33]4[c:34]([F:40])[cH:35][cH:36][cH:37][c:38]4[F:39])[cH:26][cH:27][cH:28]3)[n:10][c:11]([N:13]3[CH2:14][CH2:15][N:16]([S:19](=[O:20])(=[O:21])[CH3:22])[CH2:17][CH2:18]3)[s:12]2)[n:7]1. The reactants are CO, CS(=O)(=O)N1CCN(c2nc(-c3cccc(NS(=O)(=O)c4c(F)cccc4F)c3F)c(-c3ccnc(Cl)n3)s2)CC1, N. Product: CS(=O)(=O)N1CCN(c2nc(-c3cccc(NS(=O)(=O)c4c(F)cccc4F)c3F)c(-c3ccnc(N)n3)s2)CC1. Starting materials: Cl.N[C@@H](C(=O)N1CCC(CC1)O)CC1=CC=C(C=C1)F ((R)-2-Amino-3-(4-fluoro-phenyl)-1-(4-hydroxy-piperidin-1-yl)-propan-1-one hydrochloride), N1C(=CC2=CC=CC=C12)C(=O)O (1H-indole-2-carboxylic acid). The product is FC1=CC=C(C[C@H](C(=O)N2CCC(CC2)O)NC(=O)C=2NC3=CC=CC=C3C2)C=C1 (1H-indole-2-carboxylic acid [(1R)-(4-fluoro-benzyl)-2-(4-hydroxy-piperidin-1-yl)-2-oxo-ethyl]-amide). RXN SMILES: Cl.[NH2:2][C@H:3]([CH2:13][C:14]1[CH:19]=[CH:18][C:17]([F:20])=[CH:16][CH:15]=1)[C:4]([N:6]1[CH2:11][CH2:10][CH:9]([OH:12])[CH2:8][CH2:7]1)=[O:5].[NH:21]1[C:29]2[C:24](=[CH:25][CH:26]=[CH:27][CH:28]=2)[CH:23]=[C:22]1[C:30](O)=[O:31]>>[F:20][C:17]1[CH:16]=[CH:15][C:14]([CH2:13][C@@H:3]([NH:2][C:30]([C:22]2[NH:21][C:29]3[C:24]([CH:23]=2)=[CH:25][CH:26]=[CH:27][CH:28]=3)=[O:31])[C:4]([N:6]2[CH2:7][CH2:8][CH:9]([OH:12])[CH2:10][CH2:11]2)=[O:5])=[CH:19][CH:18]=1 |f:0.1|. Procedure details: (R)-2-Amino-3-(4-fluoro-phenyl)-1-(4-hydroxy-piperidin-1-yl)-propan-1-one hydrochloride (0.5 mmol) and 1H-indole-2-carboxylic acid (0.5 mmol) were coupled according to Procedure A (0-25° C. reaction temperature) and the product purified by chromatography on silica gel eluted with 25, 30, 50, 75 and 80% ethyl acetate in hexanes. Yield 150 mg, 60%; HPLC (60/40) 3.66 minutes (97%); mp 204-207° C.; PBMS 410 (MH+, 100%);